Dataset: the Open Reaction Database (ORD), a public repository of structured organic reaction records. Task: describe an organic reaction: reactants, conditions, products, and yield Yields the product CCOC(=O)N1c2ccc(C(F)(F)F)cc2C(NCc2cc(C(F)(F)F)cc(C(F)(F)F)c2)CC1CC. Reaction SMILES: [C:43]([O:44][BH-:45]([O:46][C:47](=[O:48])[CH3:49])[O:50][C:51](=[O:52])[CH3:53])(=[O:54])[CH3:55].[CH2:1]([CH3:2])[O:3][C:4](=[O:5])[N:6]1[CH:7]([CH2:21][CH3:22])[CH2:8][CH:9]([NH2:20])[c:10]2[cH:11][c:12]([C:16]([F:17])([F:18])[F:19])[cH:13][cH:14][c:15]21.[CH3:23][C:24](=[O:25])[OH:26].[F:27][C:28]([c:29]1[cH:30][c:31]([CH:32]=[O:33])[cH:34][c:35]([C:37]([F:38])([F:39])[F:40])[cH:36]1)([F:41])[F:42].[K+:58].[Na+:56].[OH-:57]>>[CH2:1]([CH3:2])[O:3][C:4](=[O:5])[N:6]1[CH:7]([CH2:21][CH3:22])[CH2:8][CH:9]([NH:20][CH2:32][c:31]2[cH:30][c:29]([C:28]([F:27])([F:41])[F:42])[cH:36][c:35]([C:37]([F:38])([F:39])[F:40])[cH:34]2)[c:10]2[cH:11][c:12]([C:16]([F:17])([F:18])[F:19])[cH:13][cH:14][c:15]21. Reactants: CC(=O)O[BH-](OC(C)=O)OC(C)=O, CCOC(=O)N1c2ccc(C(F)(F)F)cc2C(N)CC1CC, CC(=O)O, O=Cc1cc(C(F)(F)F)cc(C(F)(F)F)c1, [K+], [Na+], [OH-].